Dataset: the Open Reaction Database (ORD), a public repository of structured organic reaction records. Task: describe an organic reaction: reactants, conditions, products, and yield Reactants: COC(C1=CC(C(=O)OC)=CC(=C1)Cl)=O (5-chloroisophthalic acid dimethyl ester), [OH-].[K+] (potassium hydroxide). The solvent is O (water), CO (methanol), CO (methanol). Product: COC(C1=CC(C(=O)O)=CC(=C1)Cl)=O (5-chloroisophthalic acid monomethyl ester). The yield is 21.1%. Reaction SMILES: [CH3:1][O:2][C:3](=[O:15])[C:4]1[CH:13]=[C:12]([Cl:14])[CH:11]=[C:6]([C:7]([O:9]C)=[O:8])[CH:5]=1.[OH-].[K+]>CO.O>[CH3:1][O:2][C:3](=[O:15])[C:4]1[CH:13]=[C:12]([Cl:14])[CH:11]=[C:6]([C:7]([OH:9])=[O:8])[CH:5]=1 |f:1.2|. Procedure: In a 5 liter 3-necked round-bottomed flask were placed 5-chloroisophthalic acid dimethyl ester (146.4 g) and methanol (2.5 liters). To the resulting solution was added (dropwise) a solution of potassium hydroxide (42.8 g) in methanol (500 ml) with vigourous stirring under nitrogen. The resulting mixture was refluxed 2 hours, cooled down and the solvent was then eliminated in the rotavap. The residue was taken up in water (800 ml), the pH brought to 8 and the resulting solution washed with ethyl ... Starting materials: C1(=CC=CC=C1)S(=O)(=O)O (Benzenesulfonic acid), C(C)N(CCN(C(CCOCCC1=CC=CC2=CC=CC=C12)=O)CCNCCC1=CC=C(C=2NC(SC21)=O)O)CC (N-[2-(diethylamino)ethyl]-N-(2-{[2-(4-hydroxy-2-oxo-2,3-dihydro-1,3-benzothiazol-7-yl)ethyl]amino}ethyl)-3-[2-(1-naphthyl)ethoxy]propanamide). The solvent is CO (methanol). Run at time 1 hour. The product is S(=O)(=O)(O)C1=CC=CC=C1.C(C)N(CCN(C(CCOCCC1=CC=CC2=CC=CC=C12)=O)CCNCCC1=CC=C(C=2NC(SC21)=O)O)CC (N-[2-(diethylamino)ethyl]-N-(2-{[2-(4-hydroxy-2-oxo-2,3-dihydro-1,3-benzothiazol-7-yl)ethyl]amino}ethyl)-3-[2-(1-naphthyl)ethoxy]propanamide mono besylate). Reaction SMILES: [C:1]1([S:7]([OH:10])(=[O:9])=[O:8])[CH:6]=[CH:5][CH:4]=[CH:3][CH:2]=1.[CH2:11]([N:13]([CH2:50][CH3:51])[CH2:14][CH2:15][N:16]([CH2:34][CH2:35][NH:36][CH2:37][CH2:38][C:39]1[C:47]2[S:46][C:45](=[O:48])[NH:44][C:43]=2[C:42]([OH:49])=[CH:41][CH:40]=1)[C:17](=[O:33])[CH2:18][CH2:19][O:20][CH2:21][CH2:22][C:23]1[C:32]2[C:27](=[CH:28][CH:29]=[CH:30][CH:31]=2)[CH:26]=[CH:25][CH:24]=1)[CH3:12]>CO>[S:7]([C:1]1[CH:6]=[CH:5][CH:4]=[CH:3][CH:2]=1)([OH:10])(=[O:9])=[O:8].[CH2:50]([N:13]([CH2:11][CH3:12])[CH2:14][CH2:15][N:16]([CH2:34][CH2:35][NH:36][CH2:37][CH2:38][C:39]1[C:47]2[S:46][C:45](=[O:48])[NH:44][C:43]=2[C:42]([OH:49])=[CH:41][CH:40]=1)[C:17](=[O:33])[CH2:18][CH2:19][O:20][CH2:21][CH2:22][C:23]1[C:32]2[C:27](=[CH:28][CH:29]=[CH:30][CH:31]=2)[CH:26]=[CH:25][CH:24]=1)[CH3:51] |f:3.4|. Procedure details: Benzenesulfonic acid (158.51 mg) was added to a solution of N-[2-(diethylamino)ethyl]-N-(2-{[2-(4-hydroxy-2-oxo-2,3-dihydro-1,3-benzothiazol-7-yl)ethyl]amino}ethyl)-3-[2-(1-naphthyl)ethoxy]propanamide (0.58 g) in methanol (5.8 mL) producing an clear solution. The mixture was stirred at room temperature for 1 h. The title compound was obtained as an amorphous solid after evaporation to dryness. Starting materials: CC(C)(C)N(CCC#N)CC(O)c1ccc(Cl)cc1, C1CCOC1, C[Si](C)(C)[N-][Si](C)(C)C, [Li+], O. Yields the product CC(C)(C)N1CC(C#N)C(c2ccc(Cl)cc2)C1. As a reaction SMILES: [C:1]([CH3:2])([CH3:3])([CH3:4])[N:5]([CH2:6][CH2:7][C:8]#[N:9])[CH2:10][CH:11]([OH:12])[c:13]1[cH:14][cH:15][c:16]([Cl:19])[cH:17][cH:18]1.[CH2:31]1[O:32][CH2:33][CH2:34][CH2:35]1.[CH3:21][Si:22]([N-:23][Si:24]([CH3:25])([CH3:26])[CH3:27])([CH3:28])[CH3:29].[Li+:20].[OH2:30]>>[C:1]([CH3:2])([CH3:3])([CH3:4])[N:5]1[CH2:6][CH:7]([C:8]#[N:9])[CH:11]([c:13]2[cH:14][cH:15][c:16]([Cl:19])[cH:17][cH:18]2)[CH2:10]1. Reactants: [Al+3], CC(=O)Cl, COC(=O)N1CCc2ccccc21, [Cl-], [Cl-], [Cl-], O, S=C=S. Yields the product COC(=O)N1CCc2cc(C(C)=O)ccc21. As a reaction SMILES: [Al+3:19].[CH3:1][C:2]([Cl:3])=[O:4].[CH3:5][O:6][C:7](=[O:8])[N:9]1[CH2:10][CH2:11][c:12]2[cH:13][cH:14][cH:15][cH:16][c:17]21.[Cl-:18].[Cl-:20].[Cl-:21].[OH2:22].[S:23]=[C:24]=[S:25]>>[CH3:1][C:2](=[O:4])[c:14]1[cH:13][c:12]2[c:17]([cH:16][cH:15]1)[N:9]([C:7]([O:6][CH3:5])=[O:8])[CH2:10][CH2:11]2. Starting materials: N#Cc1ccnc(Cl)c1, OCc1cccc(S)c1. Yields the product N#Cc1ccnc(Sc2cccc(CO)c2)c1. Reaction SMILES: [Cl:10][c:11]1[cH:12][c:13]([C:14]#[N:15])[cH:16][cH:17][n:18]1.[SH:1][c:2]1[cH:3][c:4]([CH2:8][OH:9])[cH:5][cH:6][cH:7]1>>[S:1]([c:2]1[cH:3][c:4]([CH2:8][OH:9])[cH:5][cH:6][cH:7]1)[c:11]1[cH:12][c:13]([C:14]#[N:15])[cH:16][cH:17][n:18]1.